This data is from the Open Reaction Database (ORD), a public repository of structured organic reaction records. The task is: describe an organic reaction: reactants, conditions, products, and yield Starting materials: ClC1=CC=C(C=2OC3=CC=C(C=C3C(C12)=O)OC)[N+](=O)[O-] (1-chloro-7-methoxy-4-nitro-9H-xanthen-9-one), solution, B(Br)(Br)Br (boron tribromide), CO (methanol). Run in ClCCl (dichloromethane), ClCCl (dichloromethane). Conditions: time 16 hour. Product: ClC1=CC=C(C=2OC3=CC=C(C=C3C(C12)=O)O)[N+](=O)[O-] (1-chloro-7-hydroxy-4-nitro-9H-xanthen-9-one). RXN SMILES: [Cl:1][C:2]1[C:15]2[C:14](=[O:16])[C:13]3[C:8](=[CH:9][CH:10]=[C:11]([O:17]C)[CH:12]=3)[O:7][C:6]=2[C:5]([N+:19]([O-:21])=[O:20])=[CH:4][CH:3]=1.B(Br)(Br)Br.CO>ClCCl>[Cl:1][C:2]1[C:15]2[C:14](=[O:16])[C:13]3[C:8](=[CH:9][CH:10]=[C:11]([OH:17])[CH:12]=3)[O:7][C:6]=2[C:5]([N+:19]([O-:21])=[O:20])=[CH:4][CH:3]=1. Reported procedure: A mixture of 10 g of 1-chloro-7-methoxy-4-nitro-9H-xanthen-9-one and 84 ml of a 1M solution of boron tribromide in dichloromethane in 280 ml of dichloromethane was stirred at room temperature under an argon atmosphere for 16 hours, and then it was treated with 100 ml of methanol, and stirred for three hours. The mixture was filtered to give a light green solid. Recrystallization from chloroformmethanol afforded the title compound, mp 290°-292° C. Starting materials: mesylate salt, FC1=C(C=C(C(=C1)OC1=C(C=NC=C1)C=1C=NN(C1)C)F)NC(=O)C1(CC1)C(=O)NC1=CC=C(C=C1)F (N-(2,5-difluoro-4-(3-(1-methyl-1H-pyrazol-4-yl)pyridin-4-yloxy)phenyl)-N′-(4-fluorophenyl)cyclopropane-1,1-dicarboxamide), CS(=O)(=O)O (Methanesulfonic acid). The solvent is C(C)#N (acetonitrile). Yields the product S(C)(=O)(=O)O.FC1=C(C=C(C(=C1)OC1=C(C=NC=C1)C=1C=NN(C1)C)F)NC(=O)C1(CC1)C(=O)NC1=CC=C(C=C1)F (N-(2,5-difluoro-4-(3-(1-methyl-1H-pyrazol-4-yl)pyridin-4-yloxy)phenyl)-N′-(4-fluorophenyl)cyclopropane-1,1-dicarboxamide mesylate). The yield is 74.0%. As a reaction SMILES: [F:1][C:2]1[CH:7]=[C:6]([O:8][C:9]2[CH:14]=[CH:13][N:12]=[CH:11][C:10]=2[C:15]2[CH:16]=[N:17][N:18]([CH3:20])[CH:19]=2)[C:5]([F:21])=[CH:4][C:3]=1[NH:22][C:23]([C:25]1([C:28]([NH:30][C:31]2[CH:36]=[CH:35][C:34]([F:37])=[CH:33][CH:32]=2)=[O:29])[CH2:27][CH2:26]1)=[O:24].[CH3:38][S:39]([OH:42])(=[O:41])=[O:40]>C(#N)C>[S:39]([OH:42])(=[O:41])(=[O:40])[CH3:38].[F:1][C:2]1[CH:7]=[C:6]([O:8][C:9]2[CH:14]=[CH:13][N:12]=[CH:11][C:10]=2[C:15]2[CH:16]=[N:17][N:18]([CH3:20])[CH:19]=2)[C:5]([F:21])=[CH:4][C:3]=1[NH:22][C:23]([C:25]1([C:28]([NH:30][C:31]2[CH:32]=[CH:33][C:34]([F:37])=[CH:35][CH:36]=2)=[O:29])[CH2:27][CH2:26]1)=[O:24] |f:3.4|. Reported procedure: Example B1 (0.092 g, 0.412 mmol) was dissolved in thionyl chloride (6 ml, 82 mmol) and heated at 80° C. for 1 h. The mixture was cooled and azeotroped with toluene (3×10 ml). The crude acid chloride was dissolved in THF (5 ml) and added dropwise to a 0° C. solution of Example A19 (0.113 g, 0.375 mmol) and N,N-diethylisopropylamine (0.131 ml, 0.749 mmol) in THF (5 ml). The mixture was stirred overnight at RT. The reaction was not complete. Additional acid chloride was generated from Example B1 (6... Reactants: C=CC#N, CCO, NCCCc1ccccc1. Yields the product N#CCCNCCCc1ccccc1. As a reaction SMILES: [CH2:11]=[CH:12][C:13]#[N:14].[CH3:15][CH2:16][OH:17].[c:1]1([CH2:7][CH2:8][CH2:9][NH2:10])[cH:2][cH:3][cH:4][cH:5][cH:6]1>>[c:1]1([CH2:7][CH2:8][CH2:9][NH:10][CH2:11][CH2:12][C:13]#[N:14])[cH:2][cH:3][cH:4][cH:5][cH:6]1. The reactants are N1(CCNCC1)C1=NN(C2=CC=CC=C12)C1=CC=C(C=C1)C(F)(F)F (3-(1-piperazinyl)-1-[4-(trifluoromethyl)phenyl]-1H-indazole), [N+](=O)([O-])NC(=O)N (nitrourea), CN(C=O)C (dimethylformamide). Run in O (water). Product: N1(CCNCC1)C(=O)N (1-piperazine carboxamide). As a reaction SMILES: [N:1]1([C:7]2C3C(=CC=CC=3)N(C3C=CC(C(F)(F)F)=CC=3)[N:8]=2)[CH2:6][CH2:5][NH:4][CH2:3][CH2:2]1.[N+](NC(N)=O)([O-])=[O:27].CN(C)C=O>O>[N:1]1([C:7]([NH2:8])=[O:27])[CH2:6][CH2:5][NH:4][CH2:3][CH2:2]1. Procedure details: A mixture of 5.5 g of 3-(1-piperazinyl)-1-[4-(trifluoromethyl)phenyl]-1H-indazole, 4.8 g of nitrourea, and 80 ml of dimethylformamide was heated on a steam bath for 15 minutes. The reaction mixture was then poured into water and the resulting precipitate was collected, washed with water, and dried. The precipitate was purified on a Water's Model 500 Preparative High Pressure Liquid Chromatograph (2×) utilizing two silica gel columns and chloroform/methanol (5%) as the eluent. Concentration of th... Starting materials: CCOC(C)=O, CS(C)=O, CCCCCCC, Cc1cc(C)n(-c2cnc(CO)c(Cl)n2)n1, [H-], CI, [Na+], O. Product: COCc1ncc(-n2nc(C)cc2C)nc1Cl. As a reaction SMILES: [C:33]([O:34][CH2:35][CH3:36])(=[O:37])[CH3:38].[CH3:22][S:23](=[O:24])[CH3:25].[CH3:26][CH2:27][CH2:28][CH2:29][CH2:30][CH2:31][CH3:32].[Cl:3][c:4]1[c:5]([CH2:17][OH:18])[n:6][cH:7][c:8](-[n:10]2[n:11][c:12]([CH3:16])[cH:13][c:14]2[CH3:15])[n:9]1.[H-:1].[I:19][CH3:20].[Na+:2].[OH2:21]>>[Cl:3][c:4]1[c:5]([CH2:17][O:18][CH3:20])[n:6][cH:7][c:8](-[n:10]2[n:11][c:12]([CH3:16])[cH:13][c:14]2[CH3:15])[n:9]1. Starting materials: CSCCN1CCC2(CC1)CC(=O)c1cc(NS(C)(=O)=O)ccc1O2, CO, [O-][I+3]([O-])([O-])[O-], [Na+], O. Product: CS(=O)CCN1CCC2(CC1)CC(=O)c1cc(NS(C)(=O)=O)ccc1O2. Reaction SMILES: [CH3:1][S:2](=[O:3])(=[O:4])[NH:5][c:6]1[cH:7][cH:8][c:9]2[c:10]([cH:25]1)[C:11](=[O:24])[CH2:12][C:13]1([O:14]2)[CH2:15][CH2:16][N:17]([CH2:20][CH2:21][S:22][CH3:23])[CH2:18][CH2:19]1.[CH3:32][OH:33].[I+3:26]([O-:27])([O-:28])([O-:29])[O-:30].[Na+:31].[OH2:34]>>[CH3:1][S:2](=[O:3])(=[O:4])[NH:5][c:6]1[cH:7][cH:8][c:9]2[c:10]([cH:25]1)[C:11](=[O:24])[CH2:12][C:13]1([O:14]2)[CH2:15][CH2:16][N:17]([CH2:20][CH2:21][S:22]([CH3:23])=[O:27])[CH2:18][CH2:19]1. Starting materials: OC(CC#C)(CCCC)C (4-hydroxy-4-methyl-1-octyne), N1C=NC=C1 (imidazole), CN(C=O)C (dimethylformamide), Cl[Si](C)(C)C (chlorotrimethylsilane). Solvent: CCCCCC (hexane). Conditions: time 8 hour. Yields the product CC(CC#C)(CCCC)O[Si](C)(C)C (4-methyl-4-trimethylsilyloxy-1-octyne). As a reaction SMILES: [OH:1][C:2]([CH3:10])([CH2:6][CH2:7][CH2:8][CH3:9])[CH2:3][C:4]#[CH:5].N1C=CN=C1.CN(C)C=O.Cl[Si:22]([CH3:25])([CH3:24])[CH3:23]>CCCCCC>[CH3:10][C:2]([O:1][Si:22]([CH3:25])([CH3:24])[CH3:23])([CH2:6][CH2:7][CH2:8][CH3:9])[CH2:3][C:4]#[CH:5]. Reported procedure: To a stirred solution of 75.4 g (0.537 moles) of 4-hydroxy-4-methyl-1-octyne (Example 122), 104.9 g (1.54 moles) of imidazole, and 325 ml of dimethylformamide is added 65.2 g (0.60 moles) of chlorotrimethylsilane. After standing overnight the mixture is poured into 800 ml of hexane. The mixture is washed thoroughly with water followed by sodium bicarbonate solution and brine. The solution is dried over magnesium sulfate, filtered, and evaporated to give a liquid, p.m.r. spectrum, δ1.26 (singlet,... The reactants are CCCC[N+](CCCC)(CCCC)CCCC, Fc1ccc2c(c1)-c1[nH]c3ccccc3c1C2, [I-], CI, [Na+], [OH-], O, c1ccccc1. The product is Cn1c2c(c3ccccc31)Cc1ccc(F)cc1-2. Reaction SMILES: [CH2:29]([N+:30]([CH2:31][CH2:32][CH2:33][CH3:34])([CH2:35][CH2:36][CH2:37][CH3:38])[CH2:39][CH2:40][CH2:41][CH3:42])[CH2:43][CH2:44][CH3:45].[F:1][c:2]1[cH:3][cH:4][c:5]2[c:16]([cH:17]1)-[c:8]1[c:7]([c:15]3[c:10]([nH:9]1)[cH:11][cH:12][cH:13][cH:14]3)[CH2:6]2.[I-:28].[I:20][CH3:21].[Na+:19].[OH-:18].[OH2:46].[cH:22]1[cH:23][cH:24][cH:25][cH:26][cH:27]1>>[F:1][c:2]1[cH:3][cH:4][c:5]2[c:16]([cH:17]1)-[c:8]1[c:7]([c:15]3[c:10]([n:9]1[CH3:21])[cH:11][cH:12][cH:13][cH:14]3)[CH2:6]2. The reactants are C1=C[C@@H](CCC1=O)C, c1(c(cc2c(c1B1OC(C(O1)(C)C)(C)C)cnn2[C@@H]1OCCCC1)Cl)C. Reagents/catalysts: c1ccc(cc1)-c2c3ccccc3cc4ccccc24 (9-Phenylanthracene), C[Si](C)(C)[O-].[K+] (KOSiMe3), Cl[Rh].Cl[Rh].C1=CCCC=CCC1.C1=CCCC=CCC1 ((RhClCOD)2). Solvent: C1COCCO1   (Dioxane), O (H2O). Run at temperature 40 celsius, time 18 hour. Product: Cc1ccc2c(cnn2C3CCCCO3)c1C4CCc5c(C4)ncnc5N6CCN(CC6)C(=O)OC(C)(C)C. Reaction SMILES: [CH3:1][c:2]1[c:16](B2O[C:21]([CH3:23])([CH3:22])[C:18]([CH3:20])([CH3:19])[O:17]2)[c:6]3[c:5]([n:9]([C@@H:10]4[O:15][CH2:14][CH2:13][CH2:12][CH2:11]4)[n:8][cH:7]3)[cH:4][c:3]1Cl.[CH3:24][C@H:25]1[CH:31]=[CH:30][C:28](=[O:29])[CH2:27][CH2:26]1>>[CH3:1][c:2]1[c:16]([CH:28]2[CH2:30][c:31]3[c:25]([c:24](N4CCN(C([O:17][C:18]([CH3:21])([CH3:20])[CH3:19])=[O:29])[CH2:23][CH2:22]4)ncn3)[CH2:26][CH2:27]2)[c:6]5[c:5]([n:9]([CH:10]6[O:15][CH2:14][CH2:13][CH2:12][CH2:11]6)[n:8][cH:7]5)[cH:4][cH:3]1. Reactants: CCOC(C)=O, [Li]CCCC, C1CCOC1, COc1cnc(N(C)C)nc1C, CCCCCC, CC(C)NC(C)C, CCOC(=O)Cl, Cl, O. Yields the product CCOC(=O)Cc1nc(N(C)C)ncc1OC. Reaction SMILES: [C:37]([O:38][CH2:39][CH3:40])(=[O:41])[CH3:42].[CH2:1]([Li:2])[CH2:3][CH2:4][CH3:5].[CH2:32]1[O:33][CH2:34][CH2:35][CH2:36]1.[CH3:13][N:14]([c:15]1[n:16][cH:17][c:18]([O:22][CH3:23])[c:19]([CH3:21])[n:20]1)[CH3:24].[CH3:43][CH2:44][CH2:45][CH2:46][CH2:47][CH3:48].[CH:6]([NH:7][CH:8]([CH3:9])[CH3:10])([CH3:11])[CH3:12].[Cl:25][C:26](=[O:27])[O:28][CH2:29][CH3:30].[ClH:31].[OH2:49]>>[CH3:13][N:14]([c:15]1[n:16][cH:17][c:18]([O:22][CH3:23])[c:19]([CH2:21][C:26](=[O:27])[O:28][CH2:29][CH3:30])[n:20]1)[CH3:24].